Dataset: the Open Reaction Database (ORD), a public repository of structured organic reaction records. Task: describe an organic reaction: reactants, conditions, products, and yield Reactants: C(C)(=O)SC1=C(C(=O)N(CC(=O)O)C2CCCC2)C=CC=C1Cl (N-(2-acetylthio-3-chlorobenzoyl)-N-cyclopentylglycine). The solvent is N (ammonia). Reaction conditions: time 3 hour. The product is SC1=C(C(=O)N(CC(=O)O)C2CCCC2)C=CC=C1Cl (N-(2-Mercapto-3-chlorobenzoyl)-N-cyclopentylglycine). As a reaction SMILES: C([S:4][C:5]1[C:22]([Cl:23])=[CH:21][CH:20]=[CH:19][C:6]=1[C:7]([N:9]([CH:14]1[CH2:18][CH2:17][CH2:16][CH2:15]1)[CH2:10][C:11]([OH:13])=[O:12])=[O:8])(=O)C>N>[SH:4][C:5]1[C:22]([Cl:23])=[CH:21][CH:20]=[CH:19][C:6]=1[C:7]([N:9]([CH:14]1[CH2:18][CH2:17][CH2:16][CH2:15]1)[CH2:10][C:11]([OH:13])=[O:12])=[O:8]. Procedure: To a chilled solution of methanolic ammonia (50 ml) was added 3.7 g (0.0104 m) of N-(2-acetylthio-3-chlorobenzoyl)-N-cyclopentylglycine. The reaction was covered with nitrogen and stirred 3 hours while warming slowly from 0° C. to room temperature. The reactants are [BH4-], CO, CCOCC, CI, N#CCCCCCOc1ccc(Cl)cc1, [Mg], [Na+]. Reaction SMILES: [BH4-:19].[CH3:21][OH:22].[CH3:23][CH2:24][O:25][CH2:26][CH3:27].[CH3:2][I:3].[Cl:4][c:5]1[cH:6][cH:7][c:8]([O:9][CH2:10][CH2:11][CH2:12][CH2:13][CH2:14][C:15]#[N:16])[cH:17][cH:18]1.[Mg:1].[Na+:20]>>[CH3:2][CH:15]([CH2:14][CH2:13][CH2:12][CH2:11][CH2:10][O:9][c:8]1[cH:7][cH:6][c:5]([Cl:4])[cH:18][cH:17]1)[NH2:16]. Product: CC(N)CCCCCOc1ccc(Cl)cc1. Reactants: N1N=NN=C1C1=CC=C(C=C1)NC(=O)C1NC(C(C1C1=C(C(=CC=C1)Cl)F)(C#N)C1=C(C=C(C=C1)Cl)F)CC(C)(C)C (Rac (2R,3S,4R,5S)-3-(3-Chloro-2-fluoro-phenyl)-4-(4-chloro-2-fluoro-phenyl)-4-cyano-5-(2,2-dimethyl-propyl)-pyrrolidine-2-carboxylic acid [4-(1H-tetrazol-5-yl)-phenyl]-amide). Run in CO (methanol). The product is N1N=NN=C1C1=CC=C(C=C1)NC(=O)[C@H]1N[C@@H]([C@@]([C@@H]1C1=C(C(=CC=C1)Cl)F)(C#N)C1=C(C=C(C=C1)Cl)F)CC(C)(C)C ((2S,3R,4S,5R)-3-(3-chloro-2-fluoro-phenyl)-4-(4-chloro-2-fluoro-phenyl)-4-cyano-5-(2,2-dimethyl-propyl)-pyrrolidine-2-carboxylic acid [4-(1H-tetrazol-5-yl)-phenyl]-amide). RXN SMILES: [NH:1]1[C:5]([C:6]2[CH:11]=[CH:10][C:9]([NH:12][C:13]([CH:15]3[CH:19]([C:20]4[CH:25]=[CH:24][CH:23]=[C:22]([Cl:26])[C:21]=4[F:27])[C:18]([C:30]4[CH:35]=[CH:34][C:33]([Cl:36])=[CH:32][C:31]=4[F:37])([C:28]#[N:29])[CH:17]([CH2:38][C:39]([CH3:42])([CH3:41])[CH3:40])[NH:16]3)=[O:14])=[CH:8][CH:7]=2)=[N:4][N:3]=[N:2]1>CO>[NH:4]1[C:5]([C:6]2[CH:11]=[CH:10][C:9]([NH:12][C:13]([C@@H:15]3[C@@H:19]([C:20]4[CH:25]=[CH:24][CH:23]=[C:22]([Cl:26])[C:21]=4[F:27])[C@@:18]([C:30]4[CH:35]=[CH:34][C:33]([Cl:36])=[CH:32][C:31]=4[F:37])([C:28]#[N:29])[C@@H:17]([CH2:38][C:39]([CH3:42])([CH3:41])[CH3:40])[NH:16]3)=[O:14])=[CH:8][CH:7]=2)=[N:1][N:2]=[N:3]1. Reported procedure: Rac (2R,3S,4R,5S)-3-(3-Chloro-2-fluoro-phenyl)-4-(4-chloro-2-fluoro-phenyl)-4-cyano-5-(2,2-dimethyl-propyl)-pyrrolidine-2-carboxylic acid [4-(1H-tetrazol-5-yl)-phenyl]-amide (522 mg) was resolved on a Berger SFC machine under 1000 bar, 30° C. with 35% of methanol on an O.D. column gave two separated peaks. Peak 1, 186 mg (undesired), peak 2, 185 mg (desired). The reactants are C(C)(C)(C)OC(=O)NN1C(CN(CC1)S(=O)(=O)C1=CC2=CC=C(C=C2C=C1)Cl)=O (1-(tert-Butoxycarbonylamino)-4-(6-chloronaphthalene-2-sulfonyl)-2-piperazinone), C([O-])(O)=O.[Na+] (sodium bicarbonate), CO (methanol), solution, Cl (hydrochloric-acid). Solvent: C(C)(=O)OCC (ethyl acetate). The product is NN1C(CN(CC1)S(=O)(=O)C1=CC2=CC=C(C=C2C=C1)Cl)=O (1-amino-4-(6-chloronaphthalene-2-sulfonyl)-2-piperazinone). As a reaction SMILES: C(OC([NH:8][N:9]1[CH2:14][CH2:13][N:12]([S:15]([C:18]2[CH:27]=[CH:26][C:25]3[C:20](=[CH:21][CH:22]=[C:23]([Cl:28])[CH:24]=3)[CH:19]=2)(=[O:17])=[O:16])[CH2:11][C:10]1=[O:29])=O)(C)(C)C.CO.Cl.C(=O)(O)[O-].[Na+]>C(OCC)(=O)C>[NH2:8][N:9]1[CH2:14][CH2:13][N:12]([S:15]([C:18]2[CH:27]=[CH:26][C:25]3[C:20](=[CH:21][CH:22]=[C:23]([Cl:28])[CH:24]=3)[CH:19]=2)(=[O:16])=[O:17])[CH2:11][C:10]1=[O:29] |f:3.4|. Procedure details: 1-(tert-Butoxycarbonylamino)-4-(6-chloronaphthalene-2-sulfonyl)-2-piperazinone (575 mg) was combined with methanol (4 ml) and a 4N solution of hydrochloric-acid in ethyl acetate (4 ml) and stirred at room temperature for 30 minutes. The reaction mixture was concentrated and the residue obtained was combined with aqueous sodium bicarbonate, extracted with dichloromethane, dried and concentrated to obtain 1-amino-4-(6-chloronaphthalene-2-sulfonyl)-2-piperazinone as a colorless solid. A solution of... Starting materials: ( 44 ), BrC1=CC=C(C(=O)NCCC2=C(C=CC=C2)C)C=C1 (1-(4-bromobenzoylamino)-2-(2-methylphenyl)ethane), P(=O)(Cl)(Cl)Cl (phosphorus oxychloride), O=P12OP3(=O)OP(=O)(O1)OP(=O)(O2)O3 (phosphorus pentoxide). The solvent is C=1(C(=CC=CC1)C)C (xylene). The product is BrC1=CC=C(C=C1)C1=NCCC2=C(C=CC=C12)C (1-(4-bromophenyl)-5-methyl-3,4-dihydroisoquinoline). As a reaction SMILES: [Br:1][C:2]1[CH:19]=[CH:18][C:5]([C:6]([NH:8][CH2:9][CH2:10][C:11]2[CH:16]=[CH:15][CH:14]=[CH:13][C:12]=2[CH3:17])=O)=[CH:4][CH:3]=1.P(Cl)(Cl)(Cl)=O.O=P12OP3(OP(OP(O3)(O1)=O)(=O)O2)=O>C1(C)C(C)=CC=CC=1>[Br:1][C:2]1[CH:19]=[CH:18][C:5]([C:6]2[C:16]3[C:11](=[C:12]([CH3:17])[CH:13]=[CH:14][CH:15]=3)[CH2:10][CH2:9][N:8]=2)=[CH:4][CH:3]=1. Procedure details: Forty-four (44) grams of 1-(4-bromobenzoylamino)-2-(2-methylphenyl)ethane was heated with stirring at 140° C. for 4 hours together with 300 ml of xylene, 100 ml of phosphorus oxychloride and 100 g of phosphorus pentoxide. The reaction mixture was decanted to remove the solvent. The residue was carefully decomposed with ice water, and made weakly alkaline with an aqueous solution of sodium hydroxide. The crystals precipitated were extracted with benzene, and dried, followed by distilling off the ... Starting materials: C(C)(C)OC1=C(C(=O)N2CC(CC2)OS(=O)(=O)C)C=C(C=C1)S(=O)(=O)C (rac-methanesulfonic acid 1-(2-isopropoxy-5-methanesulfonyl-benzoyl)-pyrrolidin-3-yl ester), FC(C=1C=C(C=C(C1)C(F)(F)F)O)(F)F (3,5-bis(trifluoromethyl)phenol). Product: FC(C=1C=C(OC2CN(CC2)C(=O)C2=C(C=CC(=C2)S(=O)(=O)C)OC(C)C)C=C(C1)C(F)(F)F)(F)F (Rac-[3-(3,5-Bis-trifluoromethyl-phenoxy)-pyrrolidin-1-yl]-(2-isopropoxy-5-methanesulfonyl-phenyl)-methanone). The yield is 19.0%. Reaction SMILES: [CH:1]([O:4][C:5]1[CH:22]=[CH:21][C:20]([S:23]([CH3:26])(=[O:25])=[O:24])=[CH:19][C:6]=1[C:7]([N:9]1[CH2:13][CH2:12][CH:11]([O:14]S(C)(=O)=O)[CH2:10]1)=[O:8])([CH3:3])[CH3:2].[F:27][C:28]([F:41])([F:40])[C:29]1[CH:30]=[C:31](O)[CH:32]=[C:33]([C:35]([F:38])([F:37])[F:36])[CH:34]=1>>[F:27][C:28]([F:40])([F:41])[C:29]1[CH:30]=[C:31]([CH:32]=[C:33]([C:35]([F:36])([F:37])[F:38])[CH:34]=1)[O:14][CH:11]1[CH2:12][CH2:13][N:9]([C:7]([C:6]2[CH:19]=[C:20]([S:23]([CH3:26])(=[O:25])=[O:24])[CH:21]=[CH:22][C:5]=2[O:4][CH:1]([CH3:3])[CH3:2])=[O:8])[CH2:10]1. Procedure details: Prepared in analogy to Example 3(c) from rac-methanesulfonic acid 1-(2-isopropoxy-5-methanesulfonyl-benzoyl)-pyrrolidin-3-yl ester (Example 14(a)) and 3,5-bis(trifluoromethyl)phenol. The crude material was purified by reversed phase HPLC (acetonitrile/water) to yield the title compound as an amorphous white solid (yield 19%). MS (m/e): 540.3 (M+H+, 100%).